Dataset: the Open Reaction Database (ORD), a public repository of structured organic reaction records. Task: describe an organic reaction: reactants, conditions, products, and yield The reactants are C(C)(C)(C)OC(=O)N1CC2=CC3=CC(=C(N=C3N2[C@@H](C1)C)Cl)OCC ((R)-6-chloro-7-ethoxy-4-methyl-3,4-dihydro-1H-2,4a,5-triaza-fluorene-2-carboxylic acid tert-butyl ester), ClCCl (dichloromethane). Yields the product ClC=1N=C2N3C(CNCC3=CC2=CC1OCC)C (6-Chloro-7-ethoxy-4-methyl-1,2,3,4-tetrahydro-2,4a,5-triaza-fluorene). Yield: 89.5%. RXN SMILES: C(OC([N:8]1[CH2:20][C@@H:19]([CH3:21])[N:18]2[C:10](=[CH:11][C:12]3[C:17]2=[N:16][C:15]([Cl:22])=[C:14]([O:23][CH2:24][CH3:25])[CH:13]=3)[CH2:9]1)=O)(C)(C)C.ClCCl>>[Cl:22][C:15]1[N:16]=[C:17]2[C:12](=[CH:13][C:14]=1[O:23][CH2:24][CH3:25])[CH:11]=[C:10]1[N:18]2[CH:19]([CH3:21])[CH2:20][NH:8][CH2:9]1. Procedure: To a solution of 0.12 g (0.33 mmol) (R)-6-chloro-7-ethoxy-4-methyl-3,4-dihydro-1H-2,4a,5-triaza-fluorene-2-carboxylic acid tert-butyl ester in 3 mL dichloromethane 1.5 mL (2.23 g, 19.6 mmol) trifluoroacetic acid was added. After 1 h the volatile components were evaporated and the residue was purified by column chromatography on silica gel (0.030–0.063 mm) with dichloromethane:methanol:ammonia (19:1:0.1) as eluant to give the desired compound as a light yellow solid (89.5%) The reactants are C(C1=CC=CC=C1)OC=1C=C(C=CC1)C1=CC(=NN1C1=C(C=CC=C1)Cl)C(F)(F)F (5-(3-(benzyloxy)phenyl)-1-(2-chlorophenyl)-3-(trifluoromethyl)-1H-pyrazole), C(C1=CC=CC=C1)OC=1C=C(C=CC1)C1=CC(=NN1C1=C(C=CC=C1)Cl)C(F)(F)F (5-(3-(benzyloxy)phenyl)-1-(2-chlorophenyl)-3-(trifluoromethyl)-1H-pyrazole), [H][H] (hydrogen), [H][H] (hydrogen). The reagents and catalysts are [Pd] (palladium on carbon), [Pd] (Pd/C). Run in CO (MeOH). Product: ClC1=C(C=CC=C1)N1N=C(C=C1C=1C=C(C=CC1)O)C(F)(F)F (3-(1-(2-chlorophenyl)-3-(trifluoromethyl)-1H-pyrazol-5-yl)phenol). As a reaction SMILES: C([O:8][C:9]1[CH:10]=[C:11]([C:15]2[N:19]([C:20]3[CH:25]=[CH:24][CH:23]=[CH:22][C:21]=3[Cl:26])[N:18]=[C:17]([C:27]([F:30])([F:29])[F:28])[CH:16]=2)[CH:12]=[CH:13][CH:14]=1)C1C=CC=CC=1.[H][H]>CO.[Pd]>[Cl:26][C:21]1[CH:22]=[CH:23][CH:24]=[CH:25][C:20]=1[N:19]1[C:15]([C:11]2[CH:10]=[C:9]([OH:8])[CH:14]=[CH:13][CH:12]=2)=[CH:16][C:17]([C:27]([F:30])([F:28])[F:29])=[N:18]1. Reported procedure: To a solution of 5-(3-(benzyloxy)phenyl)-1-(2-chlorophenyl)-3-(trifluoromethyl)-1H-pyrazole in MeOH (100 mL) was added 10% palladium on carbon (1.04 g). The black suspension was shaken on the Pair hydrogenator at 40-50 psi hydrogen pressure for 5 hours. At this time the reaction was incomplete as evidenced by HPLC analysis. The reaction suspension was treated with additional Pd/C and shaken under 60 psi hydrogen pressure for an additional 16 hours. At this time HPLC showed no remaining starting ... The reactants are BrC(c1ccccc1)c1ccccc1, CC(C)(C)OC(=O)N1CCNCC1, O=C([O-])[O-], CN(C)P(=O)(N(C)C)N(C)C, [K+], [K+], O. The product is CC(C)(C)OC(=O)N1CCN(C(c2ccccc2)c2ccccc2)CC1. RXN SMILES: [Br:14][CH:15]([c:16]1[cH:17][cH:18][cH:19][cH:20][cH:21]1)[c:22]1[cH:23][cH:24][cH:25][cH:26][cH:27]1.[C:1]([CH3:2])([CH3:3])([CH3:4])[O:5][C:6](=[O:7])[N:8]1[CH2:9][CH2:10][NH:11][CH2:12][CH2:13]1.[C:28](=[O:29])([O-:30])[O-:31].[CH3:34][N:35]([P:36]([N:37]([CH3:38])[CH3:39])([N:40]([CH3:41])[CH3:42])=[O:43])[CH3:44].[K+:32].[K+:33].[OH2:45]>>[C:1]([CH3:2])([CH3:3])([CH3:4])[O:5][C:6](=[O:7])[N:8]1[CH2:9][CH2:10][N:11]([CH:15]([c:16]2[cH:17][cH:18][cH:19][cH:20][cH:21]2)[c:22]2[cH:23][cH:24][cH:25][cH:26][cH:27]2)[CH2:12][CH2:13]1. Reactants: BrBr, CC(=O)O, Nc1ccc2nc(C3CC3)[nH]c2c1. Yields the product Nc1ccc2nc(C3CC3)[nH]c2c1Br. RXN SMILES: [Br:14][Br:15].[C:16]([OH:17])(=[O:18])[CH3:19].[CH:1]1([c:4]2[nH:5][c:6]3[c:7]([n:8]2)[cH:9][cH:10][c:11]([NH2:13])[cH:12]3)[CH2:2][CH2:3]1>>[CH:1]1([c:4]2[nH:5][c:6]3[c:7]([n:8]2)[cH:9][cH:10][c:11]([NH2:13])[c:12]3[Br:14])[CH2:2][CH2:3]1. RXN SMILES: [Al+3:31].[CH2:43]1[O:44][CH2:45][CH2:46][CH2:47]1.[CH3:36][CH2:37][O:38][C:39]([CH3:40])=[O:41].[ClH:42].[H-:30].[H-:33].[H-:34].[H-:35].[Li+:32].[OH:1][c:2]1[cH:3][cH:4][c:5]([C:8]([c:9]2[cH:10][cH:11][c:12]([CH2:15][C:16](=[O:17])[O:18][CH3:19])[cH:13][cH:14]2)=[C:20]2[CH2:21][C:22]([CH3:28])([CH3:29])[CH2:23][C:24]([CH3:26])([CH3:27])[CH2:25]2)[cH:6][cH:7]1>>[OH:1][c:2]1[cH:3][cH:4][c:5]([C:8]([c:9]2[cH:10][cH:11][c:12]([CH2:15][CH2:16][OH:17])[cH:13][cH:14]2)=[C:20]2[CH2:21][C:22]([CH3:28])([CH3:29])[CH2:23][C:24]([CH3:26])([CH3:27])[CH2:25]2)[cH:6][cH:7]1. The reactants are [Al+3], C1CCOC1, CCOC(C)=O, Cl, [H-], [H-], [H-], [H-], [Li+], COC(=O)Cc1ccc(C(=C2CC(C)(C)CC(C)(C)C2)c2ccc(O)cc2)cc1. Yields the product CC1(C)CC(=C(c2ccc(O)cc2)c2ccc(CCO)cc2)CC(C)(C)C1. The reactants are Cc1nc2sccn2c(=O)c1-c1ccc(C#N)cc1, CC[O-], CCO, COc1cccc(C=O)c1OCC1CC1, [Na+]. Yields the product COc1cccc(C=Cc2nc3sccn3c(=O)c2-c2ccc(C#N)cc2)c1OCC1CC1. RXN SMILES: [CH3:1][c:2]1[n:3][c:4]2[n:5]([c:6](=[O:16])[c:7]1-[c:8]1[cH:9][cH:10][c:11]([C:12]#[N:13])[cH:14][cH:15]1)[cH:17][cH:18][s:19]2.[CH3:36][CH2:37][O-:38].[CH3:39][CH2:40][OH:41].[CH:20]1([CH2:23][O:24][c:25]2[c:26]([CH:27]=[O:28])[cH:29][cH:30][cH:31][c:32]2[O:33][CH3:34])[CH2:21][CH2:22]1.[Na+:35]>>[CH:1]([c:2]1[n:3][c:4]2[n:5]([c:6](=[O:16])[c:7]1-[c:8]1[cH:9][cH:10][c:11]([C:12]#[N:13])[cH:14][cH:15]1)[cH:17][cH:18][s:19]2)=[CH:27][c:26]1[c:25]([O:24][CH2:23][CH:20]2[CH2:21][CH2:22]2)[c:32]([O:33][CH3:34])[cH:31][cH:30][cH:29]1. Reactants: [Cl-].C1(=CC=CC=C1)[P+](COCC[Si](C)(C)C)(C1=CC=CC=C1)C1=CC=CC=C1 (triphenyl-(2-trimethylsilanyl-ethoxymethyl) phosphonium chloride), CC=1N=C2N(C=CC=C2)C1C=O (2-methyl-imidazo[1,2-a]pyridine-3-carbaldehyde). The product is CC=1N=C2N(C=CC=C2)C1C=COCC[Si](C)(C)C (2-methyl-3-[2-(2-trimethylsilanyl-ethoxy)-vinyl]-imidazo[1,2-a]pyridine). Yield: 96.0%. As a reaction SMILES: [Cl-].C1([P+](C2C=CC=CC=2)(C2C=CC=CC=2)[CH2:9][O:10][CH2:11][CH2:12][Si:13]([CH3:16])([CH3:15])[CH3:14])C=CC=CC=1.[CH3:29][C:30]1[N:31]=[C:32]2[CH:37]=[CH:36][CH:35]=[CH:34][N:33]2[C:38]=1[CH:39]=O>>[CH3:29][C:30]1[N:31]=[C:32]2[CH:37]=[CH:36][CH:35]=[CH:34][N:33]2[C:38]=1[CH:39]=[CH:9][O:10][CH2:11][CH2:12][Si:13]([CH3:14])([CH3:15])[CH3:16] |f:0.1|. Reported procedure: Following procedures analogous to those described in Example 6 and use triphenyl-(2-trimethylsilanyl-ethoxymethyl) phosphonium chloride, 2-methyl-imidazo[1,2-a]pyridine-3-carbaldehyde was converted into 2-methyl-3-[2-(2-trimethylsilanyl-ethoxy)-vinyl]-imidazo[1,2-a]pyridine (96% yield). Starting materials: C=C(C)C(=O)Cl, Cc1ccccc1C, CCOC(N)=O, [H-], [Na+]. Yields the product C=C(C)C(=O)NC(=O)OCC. As a reaction SMILES: [C:9]([C:10](=[CH2:11])[CH3:12])(=[O:13])[Cl:14].[CH3:15][c:16]1[c:17]([CH3:18])[cH:19][cH:20][cH:21][cH:22]1.[CH3:1][CH2:2][O:3][C:4]([NH2:5])=[O:6].[H-:8].[Na+:7]>>[CH3:1][CH2:2][O:3][C:4]([NH:5][C:9]([C:10](=[CH2:11])[CH3:12])=[O:13])=[O:6]. Starting materials: C(#N)C=1N=C(OC1NC1=CC=C(C(=O)O)C=C1)C1=C(C=CC=C1F)F (4-(4-cyano-2-(2,6-difluorophenyl)oxazol-5-ylamino)benzoic acid), S(O)(O)(=O)=O (sulfuric acid), ice water. Yields the product C(N)(=O)C=1N=C(OC1NC1=CC=C(C(=O)O)C=C1)C1=C(C=CC=C1F)F (4-(4-carbamoyl-2-(2,6-difluorophenyl)oxazol-5-ylamino)benzoic acid). Yield: 57.0%. RXN SMILES: [C:1]([C:3]1[N:4]=[C:5]([C:18]2[C:23]([F:24])=[CH:22][CH:21]=[CH:20][C:19]=2[F:25])[O:6][C:7]=1[NH:8][C:9]1[CH:17]=[CH:16][C:12]([C:13]([OH:15])=[O:14])=[CH:11][CH:10]=1)#[N:2].S(=O)(=O)(O)[OH:27]>>[C:1]([C:3]1[N:4]=[C:5]([C:18]2[C:19]([F:25])=[CH:20][CH:21]=[CH:22][C:23]=2[F:24])[O:6][C:7]=1[NH:8][C:9]1[CH:10]=[CH:11][C:12]([C:13]([OH:15])=[O:14])=[CH:16][CH:17]=1)(=[O:27])[NH2:2]. Procedure details: A solution of 4-(4-cyano-2-(2,6-difluorophenyl)oxazol-5-ylamino)benzoic acid (0.962 g, 2.819 mmol) in concentrated sulfuric acid (5 mL) was stirred at room temperature for 1.5 hours. The reaction mixture was added to ice water and a precipitate formed. The precipitate was isolated by filtration and the remaining aqueous layer extracted with ethyl acetate. The organic layer was combined with the precipitate and reduced in vacuo to yield 4-(4-carbamoyl-2-(2,6-difluorophenyl)oxazol-5-ylamino)benzoi...